From a dataset of the Open Reaction Database (ORD), a public repository of structured organic reaction records. describe an organic reaction: reactants, conditions, products, and yield The reactants are C1(CCC(C)O1)=O (gamma-valerolactone), ClC=1C=C(C=CC1Cl)NC1=C(C(=O)OCC)C=CC=N1 (ethyl 2-(3,4-dichlorophenylamino)-nicotinate), CC(C)([O-])C.[K+] (potassium t-butoxide), [OH-].[K+] (KOH). Conditions: temperature 110 celsius, time 5 hour. The product is ClC=1C=C(C=CC1Cl)N1C(C(=C(C2=CC=CN=C12)O)CC(C)O)=O (1-(3,4-Dichlorophenyl)-4-hydroxy-3-(2-hydroxypropyl)-1,8-naphthyridin-2(1H)-one). As a reaction SMILES: [C:1]1(=[O:7])[O:6][CH:4]([CH3:5])[CH2:3][CH2:2]1.[Cl:8][C:9]1[CH:10]=[C:11]([NH:16][C:17]2[N:27]=[CH:26][CH:25]=[CH:24][C:18]=2[C:19](OCC)=[O:20])[CH:12]=[CH:13][C:14]=1[Cl:15].CC(C)([O-])C.[K+].[OH-].[K+]>>[Cl:8][C:9]1[CH:10]=[C:11]([N:16]2[C:17]3[C:18](=[CH:24][CH:25]=[CH:26][N:27]=3)[C:19]([OH:20])=[C:2]([CH2:3][CH:4]([OH:6])[CH3:5])[C:1]2=[O:7])[CH:12]=[CH:13][C:14]=1[Cl:15] |f:2.3,4.5|. Procedure details: A stirred mixture of gamma-valerolactone (40 g.), ethyl 2-(3,4-dichlorophenylamino)-nicotinate (20 g.) and potassium t-butoxide (30 g.) was warmed in an atmosphere of nitrogen to 110° C. and kept there for 5 hr. After cooling somewhat the product was poured into 1000 ml. of 5% KOH solution and was allowed to stir overnight. The basic solution was extracted with ether (2×500 ml.) and the aqueous solution was acidified to pH 5 with conc. HCl. The solid was filtered off, washed with water, dried in... Reactants: BrC1=CC=C(C=C1)C(CC(=O)C=1C=CC(N(C1)C)=O)C1=C(C=CC=C1)C (5-[3-(4-Bromo-phenyl)-3-o-tolyl-propionyl]-1-methyl-1H-pyridin-2-one), C1(CCC1)Br (cyclobutylbromide), C([O-])([O-])=O.[K+].[K+] (potassium carbonate), Cl.NO (hydroxylamine hydrochloride), C(=O)(O)[O-].[Na+] (NaHCO3). Product: BrC1=CC=C(C=C1)C(C\C(=N/O)\C=1C=CC(N(C1)C1CCC1)=O)C1=C(C=CC=C1)C (5-{3-(4-Bromo-phenyl)-1-[(E)-hydroxyimino]-3-o-tolyl-propyl}-1-cyclobutyl-1H-pyridin-2-one). RXN SMILES: [Br:1][C:2]1[CH:7]=[CH:6][C:5]([CH:8]([C:20]2[CH:25]=[CH:24][CH:23]=[CH:22][C:21]=2[CH3:26])[CH2:9][C:10]([C:12]2[CH:13]=[CH:14][C:15](=[O:19])[N:16]([CH3:18])[CH:17]=2)=O)=[CH:4][CH:3]=1.[CH:27]1(Br)[CH2:30]C[CH2:28]1.C(=O)([O-])[O-].[K+].[K+].Cl.[NH2:39][OH:40].C([O-])(O)=O.[Na+]>>[Br:1][C:2]1[CH:7]=[CH:6][C:5]([CH:8]([C:20]2[CH:25]=[CH:24][CH:23]=[CH:22][C:21]=2[CH3:26])[CH2:9]/[C:10](/[C:12]2[CH:13]=[CH:14][C:15](=[O:19])[N:16]([CH:18]3[CH2:30][CH2:27][CH2:28]3)[CH:17]=2)=[N:39]\[OH:40])=[CH:4][CH:3]=1 |f:2.3.4,5.6,7.8|. Procedure details: In analogy to example 161, step 1, 5-[3-(4-bromo-phenyl)-3-o-tolyl-propionyl]-1-methyl-1H-pyridin-2-one (example 162, step 3) was reacted with cyclobutylbromide in the presence of potassium carbonate. The product of this reaction was reacted in analogy to example 151, step 3 with hydroxylamine hydrochloride in the presence of NaHCO3 to give the title compound as a colorless solid, MS (ESI+): m/z=465.2 [M+H]+. The reactants are FC1=C(C(=O)Cl)C=CC(=C1)C(F)(F)F (2-Fluoro-4-(trifluoromethyl)benzoyl chloride), N1=CC=CC=C1 (pyridine), NC1=CC=C2CCC(N(C2=C1)C)=O (7-amino-1-methyl-3,4-dihydroquinolin-2(1H)-one). Solvent: O (Water). Run at time 12 hour. Product: FC1=C(C(=O)NC2=CC=C3CCC(N(C3=C2)C)=O)C=CC(=C1)C(F)(F)F (2-fluoro-N-(1-methyl-2-oxo-1,2,3,4-tetrahydroquinolin-7-yl)-4-(trifluoromethyl)benzamide). RXN SMILES: [F:1][C:2]1[CH:10]=[C:9]([C:11]([F:14])([F:13])[F:12])[CH:8]=[CH:7][C:3]=1[C:4](Cl)=[O:5].N1C=CC=CC=1.[NH2:21][C:22]1[CH:31]=[C:30]2[C:25]([CH2:26][CH2:27][C:28](=[O:33])[N:29]2[CH3:32])=[CH:24][CH:23]=1>O>[F:1][C:2]1[CH:10]=[C:9]([C:11]([F:14])([F:13])[F:12])[CH:8]=[CH:7][C:3]=1[C:4]([NH:21][C:22]1[CH:31]=[C:30]2[C:25]([CH2:26][CH2:27][C:28](=[O:33])[N:29]2[CH3:32])=[CH:24][CH:23]=1)=[O:5]. Procedure: 2-Fluoro-4-(trifluoromethyl)benzoyl chloride was added to a pyridine solution of 7-amino-1-methyl-3,4-dihydroquinolin-2(1H)-one, followed by stirring at room temperature for 12 hours. Water was added to the reaction liquid, followed by stirring for 30 minutes and then the precipitated crystals were collected by filtration to obtain 2-fluoro-N-(1-methyl-2-oxo-1,2,3,4-tetrahydroquinolin-7-yl)-4-(trifluoromethyl)benzamide. Reactants: BrCCBr, COC(=O)C(I)=CC1CCCCCCC1, CS(=O)(=O)c1ccc(Br)cc1, C[Si](C)(C)Cl, [Cl-], [NH4+], C1CCOC1, [Zn], c1ccc(P(c2ccccc2)c2ccccc2)cc1. Product: COC(=O)C(=CC1CCCCCCC1)c1ccc(S(C)(=O)=O)cc1. As a reaction SMILES: [Br:1][CH2:2][CH2:3][Br:4].[CH3:10][O:11][C:12]([C:13](=[CH:14][CH:15]1[CH2:16][CH2:17][CH2:18][CH2:19][CH2:20][CH2:21][CH2:22]1)[I:23])=[O:24].[CH3:44][S:45](=[O:46])(=[O:47])[c:48]1[cH:49][cH:50][c:51]([Br:54])[cH:52][cH:53]1.[CH3:5][Si:6]([Cl:7])([CH3:8])[CH3:9].[Cl-:55].[NH4+:56].[O:57]1[CH2:58][CH2:59][CH2:60][CH2:61]1.[Zn:62].[c:25]1([P:26]([c:27]2[cH:28][cH:29][cH:30][cH:31][cH:32]2)[c:33]2[cH:34][cH:35][cH:36][cH:37][cH:38]2)[cH:39][cH:40][cH:41][cH:42][cH:43]1>>[CH3:10][O:11][C:12]([C:13](=[CH:14][CH:15]1[CH2:16][CH2:17][CH2:18][CH2:19][CH2:20][CH2:21][CH2:22]1)[c:51]1[cH:50][cH:49][c:48]([S:45]([CH3:44])(=[O:46])=[O:47])[cH:53][cH:52]1)=[O:24]. Starting materials: Br.BrC1=CC(=C(N)C(=C1)OC)F (4-bromo-2-fluoro-6-methoxyaniline hydrobromide), B(Br)(Br)Br (boron tribromide). Run in C(Cl)Cl (DCM), C(Cl)Cl (DCM). Reaction conditions: time 2 hour. Yields the product NC1=C(C=C(C=C1F)Br)O (2-Amino-5-bromo-3-fluorophenol). The yield is 92.0%. As a reaction SMILES: Br.[Br:2][C:3]1[CH:9]=[C:8]([O:10]C)[C:6]([NH2:7])=[C:5]([F:12])[CH:4]=1.B(Br)(Br)Br>C(Cl)Cl>[NH2:7][C:6]1[C:5]([F:12])=[CH:4][C:3]([Br:2])=[CH:9][C:8]=1[OH:10] |f:0.1|. Reported procedure: To a suspension of 4-bromo-2-fluoro-6-methoxyaniline hydrobromide (1 equiv) in DCM (0.3 M) was added boron tribromide (2 equiv) in DCM at 0° C. The reaction mixture was stirred at room temperature for 2 h. After quenching, the reaction mixture was diluted with DCM then purified by silica gel chromatography (0 to 100% ethyl acetate in hexane) to give the title compound (92% yield). MS (ESI) m/z 205.9 [M+H]+. Starting materials: CN(C=O)C (N,N-dimethylformamide), solution, C(CCC)[Li] (n-butyllithium), BrC=1C=C(C=C(C1)Br)C(O)(C)C1=CC=C(C=C1)F (3,5-dibromo-α-(4-fluorophenyl)-α-methylbenzenemethanol). The solvent is CCCCCC (hexane), C(C)OCC (diethyl ether). Run at time 30 minute. Yields the product BrC=1C=C(C=O)C=C(C1)C(C)(O)C1=CC=C(C=C1)F (3-Bromo-5-[1-(4-fluorophenyl)-1-hydroxyethyl]-benzaldehyde). Isolated yield 41.2%. Reaction SMILES: C([Li])CCC.Br[C:7]1[CH:8]=[C:9]([C:14]([C:17]2[CH:22]=[CH:21][C:20]([F:23])=[CH:19][CH:18]=2)([CH3:16])[OH:15])[CH:10]=[C:11]([Br:13])[CH:12]=1.CN(C)[CH:26]=[O:27]>CCCCCC.C(OCC)C>[Br:13][C:11]1[CH:12]=[C:7]([CH:8]=[C:9]([C:14]([C:17]2[CH:22]=[CH:21][C:20]([F:23])=[CH:19][CH:18]=2)([OH:15])[CH3:16])[CH:10]=1)[CH:26]=[O:27]. Procedure: A 2.5M solution of n-butyllithium in hexane (10.7 ml) was added dropwise to a stirred suspension of 3,5-dibromo-α-(4-fluorophenyl)-α-methylbenzenemethanol (5.90 g) in dry diethyl ether (160 ml) at -78° C. under an atmosphere of dry nitrogen. The resulting mixture was stirred at this temperature for 30 minutes and then N,N-dimethylformamide (2.93 g) was added dropwise. Stirring at -78° C. was continued for 1 hour and then the reaction was quenched by the addition of water. The temperature was all... The yield is 21.7%. Procedure details: Using the procedure of Step A of Example 6, a solution of 16.58 g of N-(2-thiazolyl)-acetamide in 340 ml of tetrahydrofuran, 155 ml of a solution of butyllithium in hexane and a solution of 17 g of the product of Step A in 170 ml of tetrahydrofuran were reacted to obtain 5.5 g of 2-[(2-chloro-1-oxo-butyl)-amino]-β-oxo-N-(2-thiazolyl)-3-trifluoromethyl-benzenepropanamide melting at 170° C. Product: ClC(C(=O)NC1=C(C=CC=C1C(F)(F)F)C(CC(=O)NC=1SC=CN1)=O)CC (2-[(2-chloro-1-oxo-butyl)-amino]-β-oxo-N-(2-thiazolyl)-3-trifluoromethyl-benzenepropanamide). The reactants are S1C(=NC=C1)NC(C)=O (N-(2-thiazolyl)-acetamide), solution, C(CCC)[Li] (butyllithium), ClC(CC)C1=NC2=C(C(O1)=O)C=CC=C2C(F)(F)F (2-(1-chloropropyl)-8-trifluoromethyl-4H-3,1-benzoxazine-4-one). RXN SMILES: [S:1]1[CH:5]=[CH:4][N:3]=[C:2]1[NH:6][C:7](=[O:9])[CH3:8].C([Li])CCC.[Cl:15][CH:16]([C:19]1[O:24][C:23](=[O:25])[C:22]2[CH:26]=[CH:27][CH:28]=[C:29]([C:30]([F:33])([F:32])[F:31])[C:21]=2[N:20]=1)[CH2:17][CH3:18]>O1CCCC1.CCCCCC>[Cl:15][CH:16]([CH2:17][CH3:18])[C:19]([NH:20][C:21]1[C:29]([C:30]([F:31])([F:32])[F:33])=[CH:28][CH:27]=[CH:26][C:22]=1[C:23](=[O:25])[CH2:8][C:7]([NH:6][C:2]1[S:1][CH:5]=[CH:4][N:3]=1)=[O:9])=[O:24]. The solvent is O1CCCC1 (tetrahydrofuran), CCCCCC (hexane), O1CCCC1 (tetrahydrofuran). The reactants are CCOC=O, Cc1ccccc1, COc1ccc2c(c1)OCCC2CN. Yields the product CNCC1CCOc2cc(OC)ccc21. As a reaction SMILES: [CH2:15]([O:16][CH:17]=[O:18])[CH3:19].[CH3:20][c:21]1[cH:22][cH:23][cH:24][cH:25][cH:26]1.[NH2:1][CH2:2][CH:3]1[CH2:4][CH2:5][O:6][c:7]2[cH:8][c:9]([O:13][CH3:14])[cH:10][cH:11][c:12]21>>[NH:1]([CH2:2][CH:3]1[CH2:4][CH2:5][O:6][c:7]2[cH:8][c:9]([O:13][CH3:14])[cH:10][cH:11][c:12]21)[CH3:15].